From a dataset of the Open Reaction Database (ORD), a public repository of structured organic reaction records. describe an organic reaction: reactants, conditions, products, and yield Reactants: alcohol, C1(=C(C(=C(C(=C1Cl)Cl)Cl)Cl)Cl)[O-].[Na+] (sodium pentachlorophenate), [Na+].[Br-] (NaBr), BrCCCCCC (1-bromohexane). Run in alcohol. Yields the product C(CCCCC)OC1=C(C(=C(C(=C1Cl)Cl)Cl)Cl)Cl (Pentachlorophenyl Hexyl Ether). Reaction SMILES: [C:1]1([O-:12])[C:6]([Cl:7])=[C:5]([Cl:8])[C:4]([Cl:9])=[C:3]([Cl:10])[C:2]=1[Cl:11].[Na+].Br[CH2:15][CH2:16][CH2:17][CH2:18][CH2:19][CH3:20].[Na+].[Br-]>>[CH2:15]([O:12][C:1]1[C:6]([Cl:7])=[C:5]([Cl:8])[C:4]([Cl:9])=[C:3]([Cl:10])[C:2]=1[Cl:11])[CH2:16][CH2:17][CH2:18][CH2:19][CH3:20] |f:0.1,3.4|. Procedure: 170 g (0.6 mol) of sodium pentachlorophenate and 350 ml of absolute alcohol were placed in a liter conical flask. The reactants were stirred under reflux until dissolution was complete. The condenser was removed and 97 g (83 ml:0.6 mol) of 1-bromohexane were added. The mixture was then left refluxing for about 12 hours with the stirrer on maximum speed. Solid (NaBr) was gradually deposited and on allowing the flask to stand and cool three layers were formed: a lower solid layer, an oily middle l... The reactants are FC1=CC=C(CCN2CCC(CC2)N2C=CC3=CC=C(C=C23)CN)C=C1 (1-[1-(4-fluorophenethyl)piperidin-4-yl]-6-aminomethylindole), C1(CCO1)=O (propiolactone), C1(=CC=CC=C1)C (toluene). The product is FC1=CC=C(CCN2CCC(CC2)N2C=CC3=CC=C(C=C23)CN2C(CCC2)=O)C=C1 (1-[1-(4-fluorophenethyl)piperidin-4-yl]-6-(2-pyrrolidon-1-yl)methylindole). Yield: 45.0%. Reaction SMILES: [F:1][C:2]1[CH:26]=[CH:25][C:5]([CH2:6][CH2:7][N:8]2[CH2:13][CH2:12][CH:11]([N:14]3[C:22]4[C:17](=[CH:18][CH:19]=[C:20]([CH2:23][NH2:24])[CH:21]=4)[CH:16]=[CH:15]3)[CH2:10][CH2:9]2)=[CH:4][CH:3]=1.[C:27]1(=[O:31])O[CH2:29][CH2:28]1.[C:32]1(C)C=CC=CC=1>>[F:1][C:2]1[CH:3]=[CH:4][C:5]([CH2:6][CH2:7][N:8]2[CH2:9][CH2:10][CH:11]([N:14]3[C:22]4[C:17](=[CH:18][CH:19]=[C:20]([CH2:23][N:24]5[CH2:32][CH2:29][CH2:28][C:27]5=[O:31])[CH:21]=4)[CH:16]=[CH:15]3)[CH2:12][CH2:13]2)=[CH:25][CH:26]=1. Procedure details: A mixture of 1-[1-(4-fluorophenethyl)piperidin-4-yl]-6-aminomethylindole (150 mg) obtained in Example 322-3), propiolactone (30 mg) and toluene (10 ml) was heated under reflux for 2 hr. Then the reaction solution was concentrated under reduced pressure and the residue was purified by silica gel column chromatography (ethyl acetate/ethanol system) to give the title compound (150 mg) as an oil. This oil was then crystallized from ethyl acetate by using oxalic acid (32 mg) to give the oxalate (100 ... The reactants are C(C)(=O)C1=C(OCC(C(C)(C)C)=O)C=CC(=C1)C(=CC)CC (1-[2-acetyl-4-(1-ethyl-propenyl)-phenoxy]-3,3-dimethyl-butan-2-one), C1CCC2=NCCCN2CC1 (DBU), O (water). The solvent is CN(C)C=O (DMF). Conditions: temperature 140 celsius. Product: C(C)OC(=O)C=1OC2=C(C1C)C=C(C=C2)C(=CC)CC (5-(1-Ethyl-propenyl)-3-methyl-benzofuran-2-carboxylic acid ethyl ester). The yield is 71.0%. RXN SMILES: [C:1]([C:4]1[CH:17]=[C:16]([C:18]([CH2:21][CH3:22])=[CH:19][CH3:20])[CH:15]=[CH:14][C:5]=1[O:6][CH2:7][C:8](=[O:13])C(C)(C)C)(=O)[CH3:2].[CH2:23]1[CH2:33]CN2C(=NCCC2)CC1.[OH2:34]>CN(C=O)C>[CH2:33]([O:34][C:8]([C:7]1[O:6][C:5]2[CH:14]=[CH:15][C:16]([C:18]([CH2:21][CH3:22])=[CH:19][CH3:20])=[CH:17][C:4]=2[C:1]=1[CH3:2])=[O:13])[CH3:23]. Reported procedure: A solution of 1-[2-acetyl-4-(1-ethyl-propenyl)-phenoxy]-3,3-dimethyl-butan-2-one (4.80 g, 16.5 mmol) in DMF (40 mL) is treated with DBU (2.51 g, 16.5 mmol) and the solution is heated to 140° C. for 2 h. The reaction mixture is cooled down and poured into water (400 mL) and extracted with EtOAc (2×100 mL). The organic layer is dried over Na2SO4, concentrated, purified on column chromatography (5% EtOAc/Hex) to give the title compound as an oil (3.20 g, 71%)